Dataset: the Open Reaction Database (ORD), a public repository of structured organic reaction records. Task: describe an organic reaction: reactants, conditions, products, and yield Starting materials: ethyl ester, [H-].[Na+] (sodium hydride), [I-].[Na+] (sodium iodide), OC=1C=CC2=C(CCC(O2)(C(=O)O)C)C1 (racemic-3,4-dihydro-6-hydroxy-2-methyl-2H-1-benzopyran-2-carboxylic acid), BrCCCOC1=C(C(=C(C=C1)C(C)=O)O)CCC (4'-(3-bromopropoxy)-2'-hydroxy-3'-n-propylacetophenone). Run in CN(C=O)C (N,N-dimethylformamide). Product: C(C)(=O)C1=C(C(=C(OCCCOC=2C=CC3=C(CCC(O3)(C(=O)O)C)C2)C=C1)CCC)O (racemic-6-[3-(4-acetyl-3-hydroxy-2-propylphenoxy)propoxy]-3,4-dihydro-2-methyl-2H-1-benzopyran-2-carboxylic acid). Isolated yield 68.9%. Reaction SMILES: [OH:1][C:2]1[CH:3]=[CH:4][C:5]2[O:10][C:9]([CH3:14])([C:11]([OH:13])=[O:12])[CH2:8][CH2:7][C:6]=2[CH:15]=1.Br[CH2:17][CH2:18][CH2:19][O:20][C:21]1[CH:26]=[CH:25][C:24]([C:27](=[O:29])[CH3:28])=[C:23]([OH:30])[C:22]=1[CH2:31][CH2:32][CH3:33].[H-].[Na+].[I-].[Na+]>CN(C)C=O>[C:27]([C:24]1[CH:25]=[CH:26][C:21]([O:20][CH2:19][CH2:18][CH2:17][O:1][C:2]2[CH:3]=[CH:4][C:5]3[O:10][C:9]([CH3:14])([C:11]([OH:13])=[O:12])[CH2:8][CH2:7][C:6]=3[CH:15]=2)=[C:22]([CH2:31][CH2:32][CH3:33])[C:23]=1[OH:30])(=[O:29])[CH3:28] |f:2.3,4.5|. Reported procedure: The procedure of Example 7 was employed to alkylate 0.9 g of the ethyl ester of racemic-3,4-dihydro-6-hydroxy-2-methyl-2H-1-benzopyran-2-carboxylic acid with 4'-(3-bromopropoxy)-2'-hydroxy-3'-n-propylacetophenone (1.5 g), using sodium hydride (12.16 mmole), and sodium iodide (10 mmoles), in N,N-dimethylformamide. After saponification with lithium hydroxide monohydrate (1.5 g), the crude acid product was purified by chromatography on silica gel. There was obtained 1.16 g (68.9%) of racemic-6-[3-(...